This data is from the Open Reaction Database (ORD), a public repository of structured organic reaction records. The task is: describe an organic reaction: reactants, conditions, products, and yield The reactants are Cl.Cl.FC=1C=CC2=C(N(C(=N2)[C@H](C)N)C2=CC=CC=C2)C1 ((S)-1-(6-Fluoro-1-phenyl-1H-benzoimidazol-2-yl)ethylamine dihydrochloride), NC1=NC=NC(=C1C#N)Cl (4-amino-6-chloropyrimidine-5-carbonitrile), CCN(C(C)C)C(C)C (DIPEA). The solvent is CC(C)O (IPA). Run at temperature 90 celsius. The product is NC1=NC=NC(=C1C#N)N[C@@H](C)C1=NC2=C(N1C1=CC=CC=C1)C=C(C=C2)F (4-Amino-6-[(S)-1-(6-fluoro-1-phenyl-1H-benzoimidazol-2-yl)-ethylamino]-pyrimidine-5-carbonitrile). Yield: 64.3%. As a reaction SMILES: Cl.Cl.[F:3][C:4]1[CH:5]=[CH:6][C:7]2[N:11]=[C:10]([C@@H:12]([NH2:14])[CH3:13])[N:9]([C:15]3[CH:20]=[CH:19][CH:18]=[CH:17][CH:16]=3)[C:8]=2[CH:21]=1.[NH2:22][C:23]1[C:28]([C:29]#[N:30])=[C:27](Cl)[N:26]=[CH:25][N:24]=1.CCN(C(C)C)C(C)C>CC(O)C>[NH2:22][C:23]1[C:28]([C:29]#[N:30])=[C:27]([NH:14][C@H:12]([C:10]2[N:9]([C:15]3[CH:16]=[CH:17][CH:18]=[CH:19][CH:20]=3)[C:8]3[CH:21]=[C:4]([F:3])[CH:5]=[CH:6][C:7]=3[N:11]=2)[CH3:13])[N:26]=[CH:25][N:24]=1 |f:0.1.2|. Procedure details: (S)-1-(6-Fluoro-1-phenyl-1H-benzoimidazol-2-yl)ethylamine dihydrochloride (328 mg, 1.00 mmol) was placed in a sealed tube with 4-amino-6-chloropyrimidine-5-carbonitrile (154.5 mg, 1.00 mol), DIPEA (0.7 mL, 4.00 mol) and IPA (1 mL). The tube was flushed with argon, sealed and the contents heated at 90° C. for 16 h. The cooled mixture was evaporated then diluted with EtOAc and water. The organic layer was washed with brine, dried (MgSO4) and evaporated. The crude residue was purified by chromatogr... Starting materials: CCO, CCC(=O)CC, NNc1cccnc1Cl. Yields the product CCC(CC)=NNc1cccnc1Cl. Reaction SMILES: [CH3:16][CH2:17][OH:18].[CH3:1][CH2:2][C:3]([CH2:4][CH3:5])=[O:6].[Cl:7][c:8]1[n:9][cH:10][cH:11][cH:12][c:13]1[NH:14][NH2:15]>>[CH3:1][CH2:2][C:3]([CH2:4][CH3:5])=[N:15][NH:14][c:13]1[c:8]([Cl:7])[n:9][cH:10][cH:11][cH:12]1.